The task is: describe an organic reaction: reactants, conditions, products, and yield. This data is from the Open Reaction Database (ORD), a public repository of structured organic reaction records. Reactants: ClC1=C(C=NC2=CC=C(C=C12)[N+](=O)[O-])C#N (4-chloro-6-nitro-quinoline-3-carbonitrile), FC(C=1C=C(N)C=CC1)(F)F (3-(trifluoromethyl)aniline), C([O-])(O)=O.[Na+] (sodium bicarbonate). Run in C(C)O (ethanol), C(C)O (ethanol). The product is [N+](=O)([O-])C=1C=C2C(=C(C=NC2=CC1)C#N)NC1=CC(=CC=C1)C(F)(F)F (6-Nitro-4-[(3-trifluoromethylphenyl)amino]-quinoline-3-carbonitrile). Isolated yield 66.6%. As a reaction SMILES: Cl[C:2]1[C:11]2[C:6](=[CH:7][CH:8]=[C:9]([N+:12]([O-:14])=[O:13])[CH:10]=2)[N:5]=[CH:4][C:3]=1[C:15]#[N:16].[F:17][C:18]([F:27])([F:26])[C:19]1[CH:20]=[C:21]([CH:23]=[CH:24][CH:25]=1)[NH2:22].C(=O)(O)[O-].[Na+]>C(O)C>[N+:12]([C:9]1[CH:10]=[C:11]2[C:6](=[CH:7][CH:8]=1)[N:5]=[CH:4][C:3]([C:15]#[N:16])=[C:2]2[NH:22][C:21]1[CH:23]=[CH:24][CH:25]=[C:19]([C:18]([F:17])([F:26])[F:27])[CH:20]=1)([O-:14])=[O:13] |f:2.3|. Procedure details: A mixture of 10.6 g (45.7 mmol) of 4-chloro-6-nitro-quinoline-3-carbonitrile and 8.82 g (54.8 mmol) of 3-(trifluoromethyl)aniline in 270 mL of ethanol was refluxed under N2 for 5 h. The reaction was diluted with ethanol, neutralized with satd sodium bicarbonate and evaporated. The residue was slurried with hexane, collected, washed with hexane and water and dried in vacuo (60° C.) to give 10.9 g of yellow solid. A 2.00 g sample was recrystallized from ethanol to give 1.20 g of bright yellow soli... Starting materials: CC#N, CC(=O)O, Cl, CC1(C)C=C(c2ccc(F)cc2)c2ccc(N)cc2O1, O=N[O-], [Na+], O=S=O, O. Product: CC1(C)C=C(c2ccc(F)cc2)c2ccc(S(=O)(=O)Cl)cc2O1. As a reaction SMILES: [CH3:29][C:30]#[N:31].[CH3:33][C:34](=[O:35])[OH:36].[ClH:21].[F:1][c:2]1[cH:3][cH:4][c:5]([C:8]2=[CH:9][C:10]([CH3:19])([CH3:20])[O:11][c:12]3[cH:13][c:14]([NH2:18])[cH:15][cH:16][c:17]32)[cH:6][cH:7]1.[N:22]([O-:23])=[O:24].[Na+:25].[O:26]=[S:27]=[O:28].[OH2:32]>>[F:1][c:2]1[cH:3][cH:4][c:5]([C:8]2=[CH:9][C:10]([CH3:19])([CH3:20])[O:11][c:12]3[cH:13][c:14]([S:27]([Cl:21])(=[O:26])=[O:28])[cH:15][cH:16][c:17]32)[cH:6][cH:7]1. Reactants: ClCC(=O)OC (methyl chloroacetate), NC1=NC(=CC=C1O)C (2-amino-6-methyl-pyridin-3-ol), CC1=CC=C(C(=N1)[N+](=O)[O-])O (6-methyl-2-nitro-pyridin-3-ol), ( 11 ), [H-].[Na+] (sodium hydride). The solvent is CS(=O)C (dimethylsulphoxide). Reaction conditions: temperature 100 celsius. Yields the product CC=1C=CC=2OCC(NC2N1)=O (6-Methyl-4H-pyrido[3,2-b][1,4]oxazin-3-one). Reaction SMILES: [NH2:1][C:2]1[C:7]([OH:8])=[CH:6][CH:5]=[C:4]([CH3:9])[N:3]=1.CC1N=C([N+]([O-])=O)[C:14]([OH:20])=[CH:13]C=1.[H-].[Na+].ClCC(OC)=O>CS(C)=O>[CH3:9][C:4]1[CH:5]=[CH:6][C:7]2[O:8][CH2:13][C:14](=[O:20])[NH:1][C:2]=2[N:3]=1 |f:2.3|. Procedure: A solution of 2-amino-6-methyl-pyridin-3-ol (5.7 g, 46 mmol) (prepared by reduction of 6-methyl-2-nitro-pyridin-3-ol according to the procedure of J. Kaminski et al, [J. Med. Chem, 30 (11), 2031 (1987)1 in dimethylsulphoxide (60 ml) was treated with sodium hydride (44 mmol) under argon. After 0.25 hours methyl chloroacetate (4 mL, 5 g, 46 mmol) was added and the mixture heated at 100° C. for 3.5 hours. The reaction mixture was quenched with saturated aqueous ammonium chloride solution (10 mL), t... Starting materials: COC=1C=C(C=CC1)C=1C(=CC=CC1)C1=CC=CC=C1 (3-methoxy[1,1′:2′,1″]terphenyl). Reagents/catalysts: [Fe](Cl)(Cl)Cl (iron (III) chloride). Solvent: C(Cl)Cl (methylene chloride). Conditions: time 1 hour. Product: COC1=CC=2C3=CC=CC=C3C3=CC=CC=C3C2C=C1 (2-methoxytriphenylene). Yield: 59.9%. Reaction SMILES: [CH3:1][O:2][C:3]1[CH:4]=[C:5]([C:9]2[C:10]([C:15]3[CH:20]=[CH:19][CH:18]=[CH:17][CH:16]=3)=[CH:11][CH:12]=[CH:13][CH:14]=2)[CH:6]=[CH:7][CH:8]=1>[Fe](Cl)(Cl)Cl.C(Cl)Cl>[CH3:1][O:2][C:3]1[CH:8]=[CH:7][C:6]2[C:20]3[C:15](=[CH:16][CH:17]=[CH:18][CH:19]=3)[C:10]3[C:9](=[CH:14][CH:13]=[CH:12][CH:11]=3)[C:5]=2[CH:4]=1. Procedure details: 23.4 g of 3-methoxy[1,1′:2′,1″]terphenyl, 146 g of iron (III) chloride and 200 mL of methylene chloride were placed in a flask, and stirred for one hour while deaerating with argon. The reaction solution was subjected to filtration, followed by washing with an excessive amount of acetone. The resulting solid was dissolved in heated toluene. Insoluble substances were filtered out, followed by crystallization with cooling. The resulting crystal was collected by filtration to obtain 13.9 g (yield: ...